From a dataset of the Open Reaction Database (ORD), a public repository of structured organic reaction records. describe an organic reaction: reactants, conditions, products, and yield The product is NC1=NC2=CC=C(C(=C2C(=N1)N)C)C1=CC=CC2=C1C(C(O2)(C)C)=O (2,4-diamino-5-methyl-6-(2,3-dihydro-2,2-dimethyl-3-benzofuranon-4-yl)quinazoline). The solvent is CN(C=O)C (N,N-dimethylformamide). Conditions: temperature 90 celsius, time 16 hour. Reagents/catalysts: C=1C=CC(=CC1)[P](C=2C=CC=CC2)(C=3C=CC=CC3)[Pd]([P](C=4C=CC=CC4)(C=5C=CC=CC5)C=6C=CC=CC6)([P](C=7C=CC=CC7)(C=8C=CC=CC8)C=9C=CC=CC9)[P](C=1C=CC=CC1)(C=1C=CC=CC1)C=1C=CC=CC1 (tetrakis(triphenylphosphine)palladium(0)). Reactants: BrC1=CC=CC2=C1C(C(O2)(C)C)=O (4-bromo-2,3-dihydro-2,2-dimethyl-3-benzofuranone), O (water), NC1=NC2=CC=C(C(=C2C(=N1)N)C)B(O)O ((2,4-diamino-5-methylquinazolin-6-yl)boronic acid), C([O-])([O-])=O.[K+].[K+] (potassium carbonate). As a reaction SMILES: [NH2:1][C:2]1[N:11]=[C:10]([NH2:12])[C:9]2[C:4](=[CH:5][CH:6]=[C:7](B(O)O)[C:8]=2[CH3:13])[N:3]=1.Br[C:18]1[C:23]2[C:24](=[O:29])[C:25]([CH3:28])([CH3:27])[O:26][C:22]=2[CH:21]=[CH:20][CH:19]=1.C(=O)([O-])[O-].[K+].[K+].O>CN(C)C=O.C1C=CC([P]([Pd]([P](C2C=CC=CC=2)(C2C=CC=CC=2)C2C=CC=CC=2)([P](C2C=CC=CC=2)(C2C=CC=CC=2)C2C=CC=CC=2)[P](C2C=CC=CC=2)(C2C=CC=CC=2)C2C=CC=CC=2)(C2C=CC=CC=2)C2C=CC=CC=2)=CC=1>[NH2:1][C:2]1[N:11]=[C:10]([NH2:12])[C:9]2[C:4](=[CH:5][CH:6]=[C:7]([C:18]3[C:23]4[C:24](=[O:29])[C:25]([CH3:27])([CH3:28])[O:26][C:22]=4[CH:21]=[CH:20][CH:19]=3)[C:8]=2[CH3:13])[N:3]=1 |f:2.3.4,^1:45,47,66,85|. Procedure details: A solution of 2.1 grams (0.010 mole) of (2,4-diamino-5-methylquinazolin-6-yl)boronic acid in 25 mL of N,N-dimethylformamide is stirred, and 2.1 grams (0.009 mole) of 4-bromo-2,3-dihydro-2,2-dimethyl-3-benzofuranone (prepared in Step C of this Example), 2.8 grams (0.020 mole) of potassium carbonate, and 0.31 gram (catalyst-3 mole %) of tetrakis(triphenylphosphine)palladium(0) are added. The reaction mixture is then warmed to 90° C., where it is stirred for about 16 hours. After this time the reac... Starting materials: O=C([O-])[O-], CNCc1ccc(C(C)(C)C)cc1, CN(C)C=O, Fc1cc(F)c2cccc(CBr)c2c1, [K+], [K+]. Yields the product CN(Cc1ccc(C(C)(C)C)cc1)Cc1cccc2c(F)cc(F)cc12. RXN SMILES: [C:14](=[O:15])([O-:16])[O-:17].[CH3:1][NH:2][CH2:3][c:4]1[cH:5][cH:6][c:7]([C:10]([CH3:11])([CH3:12])[CH3:13])[cH:8][cH:9]1.[CH3:34][N:35]([CH3:36])[CH:37]=[O:38].[F:20][c:21]1[c:22]2[cH:23][cH:24][cH:25][c:26]([CH2:32][Br:33])[c:27]2[cH:28][c:29]([F:31])[cH:30]1.[K+:18].[K+:19]>>[CH3:1][N:2]([CH2:3][c:4]1[cH:5][cH:6][c:7]([C:10]([CH3:11])([CH3:12])[CH3:13])[cH:8][cH:9]1)[CH2:32][c:26]1[cH:25][cH:24][cH:23][c:22]2[c:21]([F:20])[cH:30][c:29]([F:31])[cH:28][c:27]21. Reactants: C1CCOC1, COCCCN1CCOc2ccc(COC3CN(S(=O)(=O)c4ccc(C)cc4)C(CC(C)(C)C(=O)OC)CC3c3ccc(COCC(C)COC)cc3)cc21, CO, [Li+], [OH-]. The product is COCCCN1CCOc2ccc(COC3CN(S(=O)(=O)c4ccc(C)cc4)C(CC(C)(C)C(=O)O)CC3c3ccc(COCC(C)COC)cc3)cc21. RXN SMILES: [CH2:58]1[O:59][CH2:60][CH2:61][CH2:62]1.[CH3:1][O:2][C:3]([C:4]([CH2:5][CH:6]1[N:7]([S:43](=[O:44])(=[O:45])[c:46]2[cH:47][cH:48][c:49]([CH3:52])[cH:50][cH:51]2)[CH2:8][CH:9]([O:26][CH2:27][c:28]2[cH:29][cH:30][c:31]3[c:32]([cH:42]2)[N:33]([CH2:37][CH2:38][CH2:39][O:40][CH3:41])[CH2:34][CH2:35][O:36]3)[CH:10]([c:12]2[cH:13][cH:14][c:15]([CH2:18][O:19][CH2:20][CH:21]([CH2:22][O:23][CH3:24])[CH3:25])[cH:16][cH:17]2)[CH2:11]1)([CH3:53])[CH3:54])=[O:55].[CH3:63][OH:64].[Li+:56].[OH-:57]>>[O:2]=[C:3]([C:4]([CH2:5][CH:6]1[N:7]([S:43](=[O:44])(=[O:45])[c:46]2[cH:47][cH:48][c:49]([CH3:52])[cH:50][cH:51]2)[CH2:8][CH:9]([O:26][CH2:27][c:28]2[cH:29][cH:30][c:31]3[c:32]([cH:42]2)[N:33]([CH2:37][CH2:38][CH2:39][O:40][CH3:41])[CH2:34][CH2:35][O:36]3)[CH:10]([c:12]2[cH:13][cH:14][c:15]([CH2:18][O:19][CH2:20][CH:21]([CH2:22][O:23][CH3:24])[CH3:25])[cH:16][cH:17]2)[CH2:11]1)([CH3:53])[CH3:54])[OH:55]. Reactants: C(C)(=O)OC1C[C@H](C2=C1N=CN=C2N2CC1(CCN(CC1)C(=O)OC(C)(C)C)C1=CC(=CC=C21)Cl)C (tert-butyl 1-((5R)-7-acetoxy-5-methyl-6,7-dihydro-5H-cyclopenta[d]pyrimidin-4-yl)-5-chlorospiro[indoline-3,4′-piperidine]-1′-carboxylate), C1CCOC1 (THF), O[Li].O (LiOH—H2O). The solvent is O (H2O). Run at time 4 hour. Yields the product ClC=1C=C2C(=CC1)N(CC21CCN(CC1)C(=O)OC(C)(C)C)C=1C2=C(N=CN1)C(C[C@H]2C)O (tert-butyl 5-chloro-1-((5R)-7-hydroxy-5-methyl-6,7-dihydro-5H-cyclopenta[d]pyrimidin-4-yl)spiro[indoline-3,4′-piperidine]-1′-carboxylate). Isolated yield 41.7%. RXN SMILES: C([O:4][CH:5]1[C:9]2[N:10]=[CH:11][N:12]=[C:13]([N:14]3[C:34]4[C:29](=[CH:30][C:31]([Cl:35])=[CH:32][CH:33]=4)[C:16]4([CH2:21][CH2:20][N:19]([C:22]([O:24][C:25]([CH3:28])([CH3:27])[CH3:26])=[O:23])[CH2:18][CH2:17]4)[CH2:15]3)[C:8]=2[C@H:7]([CH3:36])[CH2:6]1)(=O)C.C1COCC1.O[Li].O>O>[Cl:35][C:31]1[CH:30]=[C:29]2[C:16]3([CH2:17][CH2:18][N:19]([C:22]([O:24][C:25]([CH3:28])([CH3:27])[CH3:26])=[O:23])[CH2:20][CH2:21]3)[CH2:15][N:14]([C:13]3[C:8]4[C@H:7]([CH3:36])[CH2:6][CH:5]([OH:4])[C:9]=4[N:10]=[CH:11][N:12]=3)[C:34]2=[CH:33][CH:32]=1 |f:2.3|. Reported procedure: A solution of tert-butyl 1-((5R)-7-acetoxy-5-methyl-6,7-dihydro-5H-cyclopenta[d]pyrimidin-4-yl)-5-chlorospiro[indoline-3,4′-piperidine]-1′-carboxylate (0.170 g, 0.331 mmol) in 2:1 THF:H2O (1.8 mL) was cooled to about 0° C. LiOH—H2O (0.034 g, 0.83 mmol) was added and the reaction was stirred at about room temperature for 4 hours. The reaction was quenched by the addition of 1N HCl to pH 6. The aqueous phase was extracted with EtOAc. The combined organics were washed with brine, dried over MgSO4, ... The reactants are [Cl-].[NH4+] (ammonium chloride), ClC=1C=C(C=CC1Cl)[Mg]Br (3,4-Dichlorophenylmagnesium bromide), COC=1C=C(C=CC1N1N=C(N=C1)C)C#CCCCC=O (6-[3-methoxy-4-(3-methyl-1H-1,2,4-triazol-1-yl)phenyl]hex-5-ynal), ClC=1C=C(C=CC1Cl)[Mg]Br (3,4-Dichlorophenylmagnesium bromide). The solvent is C1CCOC1 (THF). Product: ClC=1C=C(C=CC1Cl)C(CCCC#CC1=CC(=C(C=C1)N1N=C(N=C1)C)OC)O (1-(3,4-dichlorophenyl)-6-[3-methoxy-4-(3-methyl-1H-1,2,4-triazol-1-yl)phenyl]hex-5-yn-1-ol). Run at time 1 hour. As a reaction SMILES: [Cl:1][C:2]1[CH:3]=[C:4]([Mg]Br)[CH:5]=[CH:6][C:7]=1[Cl:8].[CH3:11][O:12][C:13]1[CH:14]=[C:15]([C:25]#[C:26][CH2:27][CH2:28][CH2:29][CH:30]=[O:31])[CH:16]=[CH:17][C:18]=1[N:19]1[CH:23]=[N:22][C:21]([CH3:24])=[N:20]1.[Cl-].[NH4+]>C1COCC1>[Cl:1][C:2]1[CH:3]=[C:4]([CH:30]([OH:31])[CH2:29][CH2:28][CH2:27][C:26]#[C:25][C:15]2[CH:16]=[CH:17][C:18]([N:19]3[CH:23]=[N:22][C:21]([CH3:24])=[N:20]3)=[C:13]([O:12][CH3:11])[CH:14]=2)[CH:5]=[CH:6][C:7]=1[Cl:8] |f:2.3|. Procedure details: 3,4-Dichlorophenylmagnesium bromide (0.5 M THF solution, 13 mL) was added dropwise to a mixture of 6-[3-methoxy-4-(3-methyl-1H-1,2,4-triazol-1-yl)phenyl]hex-5-ynal (900 mg) in THF (32 mL) at −78° C., and the mixture was stirred for 1 hr under ice-cooling and at room temperature for 14 hr. 3,4-Dichlorophenylmagnesium bromide (0.5M THF solution, 13 mL) was added to the reaction mixture under ice-cooling, and the mixture was stirred for 1 hr under ice-cooling. Saturated aqueous ammonium chloride so... The reactants are CN(C)Cc1cnnn1-c1cccc(C(=O)CC(=O)Nc2cc(C(F)(F)F)c(N3CCOCC3)cc2NC(=O)OC(C)(C)C)c1, ClCCl, O=C(O)C(F)(F)F. Product: CN(C)Cc1cnnn1-c1cccc(C2=Nc3cc(N4CCOCC4)c(C(F)(F)F)cc3NC(=O)C2)c1. RXN SMILES: [C:1]([O:2][C:3](=[O:4])[NH:7][c:8]1[c:9]([NH:24][C:25]([CH2:26][C:27](=[O:5])[c:29]2[cH:30][c:31](-[n:35]3[n:36][n:37][cH:38][c:39]3[CH2:40][N:41]([CH3:42])[CH3:43])[cH:32][cH:33][cH:34]2)=[O:44])[cH:10][c:11]([C:20]([F:21])([F:22])[F:23])[c:12]([N:14]2[CH2:15][CH2:16][O:17][CH2:18][CH2:19]2)[cH:13]1)([CH3:6])([CH3:28])[CH3:45].[Cl:53][CH2:54][Cl:55].[F:46][C:47]([F:48])([F:49])[C:50]([OH:51])=[O:52]>>[N:7]1=[C:27]([c:29]2[cH:30][c:31](-[n:35]3[n:36][n:37][cH:38][c:39]3[CH2:40][N:41]([CH3:42])[CH3:43])[cH:32][cH:33][cH:34]2)[CH2:26][C:25](=[O:44])[NH:24][c:9]2[c:8]1[cH:13][c:12]([N:14]1[CH2:15][CH2:16][O:17][CH2:18][CH2:19]1)[c:11]([C:20]([F:21])([F:22])[F:23])[cH:10]2. Reactants: N1=CC(=CC=C1)C(=O)N[C@H](CC(=O)O)C1=CC=C(C=C1)NC(CC1=CC(=C(C=C1)NC(=O)NC1=C(C=CC=C1)C)OC)=O ((R)-3-[(pyridine-3-carbonyl)amino]-3-(4-{3-methoxy-4-[3-(2-methylphenyl)ureido]-phenylacetylamino}phenyl)-propanoic acid), OO (hydrogen peroxide). The solvent is C(C)(=O)O (acetic acid). Run at temperature 80 celsius, time 6 hour. Yields the product [O-][N+]1=CC(=CC=C1)C(=O)N[C@H](CC(=O)O)C1=CC=C(C=C1)NC(CC1=CC(=C(C=C1)NC(=O)NC1=C(C=CC=C1)C)OC)=O ((R)-3-[(1-oxido-pyridine-3-carbonyl)amino]-3-(4-{3-methoxy-4-[3-(2-methylphenyl)ureido]-phenylacetylamino}phenyl)-propanoic acid). Reaction SMILES: [N:1]1[CH:6]=[CH:5][CH:4]=[C:3]([C:7]([NH:9][C@@H:10]([C:15]2[CH:20]=[CH:19][C:18]([NH:21][C:22](=[O:43])[CH2:23][C:24]3[CH:29]=[CH:28][C:27]([NH:30][C:31]([NH:33][C:34]4[CH:39]=[CH:38][CH:37]=[CH:36][C:35]=4[CH3:40])=[O:32])=[C:26]([O:41][CH3:42])[CH:25]=3)=[CH:17][CH:16]=2)[CH2:11][C:12]([OH:14])=[O:13])=[O:8])[CH:2]=1.[OH:44]O>C(O)(=O)C>[O-:44][N+:1]1[CH:6]=[CH:5][CH:4]=[C:3]([C:7]([NH:9][C@@H:10]([C:15]2[CH:20]=[CH:19][C:18]([NH:21][C:22](=[O:43])[CH2:23][C:24]3[CH:29]=[CH:28][C:27]([NH:30][C:31]([NH:33][C:34]4[CH:39]=[CH:38][CH:37]=[CH:36][C:35]=4[CH3:40])=[O:32])=[C:26]([O:41][CH3:42])[CH:25]=3)=[CH:17][CH:16]=2)[CH2:11][C:12]([OH:14])=[O:13])=[O:8])[CH:2]=1. Procedure details: A mixture of (R)-3-[(pyridine-3-carbonyl)amino]-3-(4-{3-methoxy-4-[3-(2-methylphenyl)ureido]-phenylacetylamino}phenyl)-propanoic acid [0.4 g, Example 5(e)], acetic acid (2.5 ml) and hydrogen peroxide (0.5 ml) was stirred at 80° C. for 6 hours. The reaction mixture was evaporated and the residue was triturated with water. The resulting solid was subjected to flash chromatography on silica gel eluting with a mixture of dichloromethane, methanol and acetic acid (9:1:0.5, v/v/v) to give the title co...